This data is from the Open Reaction Database (ORD), a public repository of structured organic reaction records. The task is: describe an organic reaction: reactants, conditions, products, and yield Starting materials: CCOC(=O)c1c(C(=O)OCC)c(-c2ccc3c(c2)OCO3)c2c3c(ccc2c1O)OCO3, C1CCOC1, C[Si](C)(C)C=[N+]=[N-], CO. The product is CCOC(=O)c1c(C(=O)OCC)c(-c2ccc3c(c2)OCO3)c2c3c(ccc2c1OC)OCO3. Reaction SMILES: [CH2:1]([CH3:2])[O:3][C:4](=[O:5])[c:6]1[c:7]([OH:33])[c:8]2[cH:9][cH:10][c:11]3[c:12]([c:16]2[c:17](-[c:24]2[cH:25][c:26]4[c:27]([cH:31][cH:32]2)[O:28][CH2:29][O:30]4)[c:18]1[C:19](=[O:20])[O:21][CH2:22][CH3:23])[O:13][CH2:14][O:15]3.[CH2:43]1[O:44][CH2:45][CH2:46][CH2:47]1.[CH3:34][Si:35]([CH:36]=[N+:37]=[N-:38])([CH3:39])[CH3:40].[CH3:41][OH:42]>>[CH2:1]([CH3:2])[O:3][C:4](=[O:5])[c:6]1[c:7]([O:33][CH3:34])[c:8]2[cH:9][cH:10][c:11]3[c:12]([c:16]2[c:17](-[c:24]2[cH:25][c:26]4[c:27]([cH:31][cH:32]2)[O:28][CH2:29][O:30]4)[c:18]1[C:19](=[O:20])[O:21][CH2:22][CH3:23])[O:13][CH2:14][O:15]3.